From a dataset of the Open Reaction Database (ORD), a public repository of structured organic reaction records. describe an organic reaction: reactants, conditions, products, and yield Reactants: CCOC(C)=O, Cc1cccc(O)c1, COCCl, CN(C)C=O. Product: COCOc1cccc(C)c1. As a reaction SMILES: [CH3:13][CH2:14][O:15][C:16](=[O:17])[CH3:18].[CH3:1][c:2]1[cH:3][cH:4][cH:5][c:6]([OH:7])[cH:8]1.[CH3:9][O:10][CH2:11][Cl:12].[O:19]=[CH:20][N:21]([CH3:22])[CH3:23]>>[CH3:1][c:2]1[cH:3][cH:4][cH:5][c:6]([O:7][CH2:11][O:10][CH3:9])[cH:8]1. Starting materials: C[Si](C)(C)C#C (Trimethylsilylacetylene), BrC1=CC2=C(N=CS2)C=C1 (6-bromobenzothiazole). The reagents and catalysts are [Cu]I (copper (I) iodide), [Pd](Cl)Cl.C1(=CC=CC=C1)P(C1=CC=CC=C1)C1=CC=CC=C1.C1(=CC=CC=C1)P(C1=CC=CC=C1)C1=CC=CC=C1 (bis(triphenylphosphine) palladium(II) dichloride). The solvent is C(C)N(CC)CC (triethylamine). Conditions: temperature 80 celsius, time 2.5 hour. Yields the product C[Si](C)(C)C#CC1=CC2=C(N=CS2)C=C1 (6-trimethylsilanylethynylbenzothiazole). RXN SMILES: [CH3:1][Si:2]([C:5]#[CH:6])([CH3:4])[CH3:3].Br[C:8]1[CH:16]=[CH:15][C:11]2[N:12]=[CH:13][S:14][C:10]=2[CH:9]=1>C(N(CC)CC)C.[Cu]I.[Pd](Cl)Cl.C1(P(C2C=CC=CC=2)C2C=CC=CC=2)C=CC=CC=1.C1(P(C2C=CC=CC=2)C2C=CC=CC=2)C=CC=CC=1>[CH3:1][Si:2]([C:5]#[C:6][C:8]1[CH:16]=[CH:15][C:11]2[N:12]=[CH:13][S:14][C:10]=2[CH:9]=1)([CH3:4])[CH3:3] |f:4.5.6|. Procedure details: Trimethylsilylacetylene (106 ml), copper (I) iodide (0.948 g), and bis(triphenylphosphine) palladium(II) dichloride (1.75 g) were added to 6-bromobenzothiazole (53.3 g) in triethylamine (260 ml), and the mixture was stirred for 2.5 hours at 80° C. After the solvent was evaporated, the resultant residue was loaded on a short column (silica gel; hexane:ethyl acetate=2:1) for elution. The residue from the eluate was recrystallized from a mixed solvent of hexane-ethyl acetate, and consequently, 6-tr... Starting materials: NC=1C=C2C=3C=C(N=CC3NC2=CC1)C(=O)OCC (ethyl 6-amino-9H-β-carboline-3-carboxylate), [H-].[Na+] (NaH), ClC1=C(CCl)C=C(C=C1)Cl (2,5-dichlorobenzyl chloride). Solvent: CN(C)C=O (DMF). Yields the product NC=1C=C2C=3C=C(N=CC3N(C2=CC1)CC1=C(C=CC(=C1)Cl)Cl)C(=O)OCC (Ethyl 6-amino-9-(2,5-dichlorobenzyl)-9H-β-carboline-3-carboxylate). Isolated yield 53.8%. RXN SMILES: [NH2:1][C:2]1[CH:3]=[C:4]2[C:12](=[CH:13][CH:14]=1)[NH:11][C:10]1[CH:9]=[N:8][C:7]([C:15]([O:17][CH2:18][CH3:19])=[O:16])=[CH:6][C:5]2=1.[H-].[Na+].[Cl:22][C:23]1[CH:30]=[CH:29][C:28]([Cl:31])=[CH:27][C:24]=1[CH2:25]Cl>CN(C=O)C>[NH2:1][C:2]1[CH:3]=[C:4]2[C:12](=[CH:13][CH:14]=1)[N:11]([CH2:25][C:24]1[CH:27]=[C:28]([Cl:31])[CH:29]=[CH:30][C:23]=1[Cl:22])[C:10]1[CH:9]=[N:8][C:7]([C:15]([O:17][CH2:18][CH3:19])=[O:16])=[CH:6][C:5]2=1 |f:1.2|. Procedure details: A mixture of ethyl 6-amino-9H-β-carboline-3-carboxylate (100 mg, 0.39 mmol), NaH (0.58 mmol, 24 mg of 60 wt. % suspension in mineral oil) and 2,5-dichlorobenzyl chloride (115 mg, 0.59 mmol) in DMF (2 mL), was treated according to Method A. Purification of the crude product by column chromatography on silica with hexane/ethyl acetate (7:3) as eluent furnished the desired product (87 mg, 54% yield) as a yellow solid. 1H NMR (DMSO-d6) δ8.96 (s, 1H), 8.74 (s,1H), 7.60 (d,J=8.6 Hz, 1H), 7.48 (d, 1H),... Reactants: BrC=1C=CC(=C(C=O)C1)F (5-bromo-2-fluorobenzaldehyde), CN1N=CC(=C1C)B1OC(C)(C)C(C)(C)O1 (1,5-dimethyl-1H-pyrazole-4-boronic acid pinacol ester), C(=O)([O-])[O-].[K+].[K+] (K2CO3). Solvent: CN(C)C=O (DMF), O (H2O). Reaction SMILES: Br[C:2]1[CH:3]=[CH:4][C:5]([F:10])=[C:6]([CH:9]=1)[CH:7]=[O:8].[CH3:11][N:12]1[C:16]([CH3:17])=[C:15](B2OC(C)(C)C(C)(C)O2)[CH:14]=[N:13]1.C([O-])([O-])=O.[K+].[K+]>CN(C=O)C.O.C1C=CC([P]([Pd]([P](C2C=CC=CC=2)(C2C=CC=CC=2)C2C=CC=CC=2)([P](C2C=CC=CC=2)(C2C=CC=CC=2)C2C=CC=CC=2)[P](C2C=CC=CC=2)(C2C=CC=CC=2)C2C=CC=CC=2)(C2C=CC=CC=2)C2C=CC=CC=2)=CC=1>[CH3:11][N:12]1[C:16]([CH3:17])=[C:15]([C:2]2[CH:3]=[CH:4][C:5]([F:10])=[C:6]([CH:9]=2)[CH:7]=[O:8])[CH:14]=[N:13]1 |f:2.3.4,^1:42,44,63,82|. The product is CN1N=CC(=C1C)C=1C=CC(=C(C=O)C1)F (5-(1,5-dimethyl-1H-pyrazol-4-yl)-2-fluoro-benzaldehyde). Reagents/catalysts: C=1C=CC(=CC1)[P](C=2C=CC=CC2)(C=3C=CC=CC3)[Pd]([P](C=4C=CC=CC4)(C=5C=CC=CC5)C=6C=CC=CC6)([P](C=7C=CC=CC7)(C=8C=CC=CC8)C=9C=CC=CC9)[P](C=1C=CC=CC1)(C=1C=CC=CC1)C=1C=CC=CC1 (Pd(PPh3)4). Run at temperature 100 celsius, time 15 minute. Procedure: To a solution of 5-bromo-2-fluorobenzaldehyde (200 mg, 0.99 mmol) in DMF (5 mL) and H2O (1 mL) are added 1,5-dimethyl-1H-pyrazole-4-boronic acid pinacol ester (328 mg, 1.5 mmol), Pd(PPh3)4 (113 mg, 0.099 mmol) and K2CO3 (204 mg, 1.5 mmol) at room temperature. The solution is heated to 100° C. for 1 hour in a microwave reactor. The solution is cooled down and 3-mercaptopropyl-functionalized silica gel (500 mg) is added. The solution is stirred for 15 minutes and is filtered. The filtrate is washe... Yield: 74.1%. Reactants: NC[C@@H](COC1=CC=CC=2NC(NC21)=O)O (4-((2S)-3-Amino-2-hydroxy-propoxy)-1,3-dihydro-benzoimidazol-2-one), C(C)(C)OC(=O)C1N(CCC1)S(=O)(=O)C1=CC=C(C=C1)N1CCC(CC1)=O (1-[4-(4-oxo-piperidin-1-yl)-benzenesulfonyl]-pyrrolidine-2-carboxylic acid isopropyl ester). The product is C(C)(C)OC(=O)C1N(CCC1)S(=O)(=O)C1=CC=C(C=C1)N1CCC(CC1)NCC(COC1=CC=CC=2NC(NC21)=O)O (1-(4-{4-[2-Hydroxy-3-(2-oxo-2,3-dihydro-1H-benzoimidazol-4-yloxy)-propylamino]-piperidin-1-yl}-benzenesulfonyl)-pyrrolidine-2-carboxylic acid isopropyl ester). Reaction SMILES: [NH2:1][CH2:2][C@H:3]([OH:16])[CH2:4][O:5][C:6]1[C:14]2[NH:13][C:12](=[O:15])[NH:11][C:10]=2[CH:9]=[CH:8][CH:7]=1.[CH:17]([O:20][C:21]([CH:23]1[CH2:27][CH2:26][CH2:25][N:24]1[S:28]([C:31]1[CH:36]=[CH:35][C:34]([N:37]2[CH2:42][CH2:41][C:40](=O)[CH2:39][CH2:38]2)=[CH:33][CH:32]=1)(=[O:30])=[O:29])=[O:22])([CH3:19])[CH3:18]>>[CH:17]([O:20][C:21]([CH:23]1[CH2:27][CH2:26][CH2:25][N:24]1[S:28]([C:31]1[CH:32]=[CH:33][C:34]([N:37]2[CH2:42][CH2:41][CH:40]([NH:1][CH2:2][CH:3]([OH:16])[CH2:4][O:5][C:6]3[C:14]4[NH:13][C:12](=[O:15])[NH:11][C:10]=4[CH:9]=[CH:8][CH:7]=3)[CH2:39][CH2:38]2)=[CH:35][CH:36]=1)(=[O:30])=[O:29])=[O:22])([CH3:19])[CH3:18]. Procedure details: The title compound was prepared from 4-((2S)-3-Amino-2-hydroxy-propoxy)-1,3-dihydro-benzoimidazol-2-one and Reference Example 14, 1-[4-(4-oxo-piperidin-1-yl)-benzenesulfonyl]-pyrrolidine-2-carboxylic acid isopropyl ester, according to the procedure of Example 1 as an off-white solid; mp 74-83° C.; 1H NMR (300 MHz, DMSO-d6) δ 1.10-1.20 (m, 6H), 1.20-1.90 (m, 8H), 2.60-3.40 (m, 6H), 3.80-4.10 (m, 6H), 4.85-4.95 (m, 1H), 6.65 (d, 1H), 6.75 (d, 1H), 6.84 (t, 2H), 7.00 (d, 2H), 7.57 (d, 2H), 10.57 (b...